This data is from the Open Reaction Database (ORD), a public repository of structured organic reaction records. The task is: describe an organic reaction: reactants, conditions, products, and yield The reactants are CC1NCCC1O, CS(C)=O, N#Cc1ccc(F)c(Cl)c1Cl, [Li+], [Li+], O=C([O-])[O-]. The product is CC1C(O)CCN1c1ccc(C#N)c(Cl)c1Cl. As a reaction SMILES: [CH3:12][CH:13]1[NH:14][CH2:15][CH2:16][CH:17]1[OH:18].[CH3:19][S:20](=[O:21])[CH3:22].[Cl:1][c:2]1[c:3]([C:4]#[N:5])[cH:6][cH:7][c:8]([F:11])[c:9]1[Cl:10].[Li+:23].[Li+:24].[O-:25][C:26](=[O:27])[O-:28]>>[Cl:1][c:2]1[c:3]([C:4]#[N:5])[cH:6][cH:7][c:8]([N:14]2[CH:13]([CH3:12])[CH:17]([OH:18])[CH2:16][CH2:15]2)[c:9]1[Cl:10]. Starting materials: FC1=C(C#N)C=CC(=C1)C (2-fluoro-4-methyl-benzonitrile), [H-].[Na+] (NaH), C(C)(C)O (isopropanol). Conditions: temperature 50 celsius. Product: C(C)(C)OC1=C(C#N)C=CC(=C1)C (2-isopropoxy-4-methyl-benzonitrile). As a reaction SMILES: F[C:2]1[CH:9]=[C:8]([CH3:10])[CH:7]=[CH:6][C:3]=1[C:4]#[N:5].[H-].[Na+].[CH:13]([OH:16])([CH3:15])[CH3:14]>>[CH:13]([O:16][C:2]1[CH:9]=[C:8]([CH3:10])[CH:7]=[CH:6][C:3]=1[C:4]#[N:5])([CH3:15])[CH3:14] |f:1.2|. Procedure: The 2-fluoro-4-methyl-benzonitrile (0.8 g, 3.99 mmol) was added in small portion to a mixture of NaH 60% (4 mol eq, 0.61 g) in isopropanol (30 mL). The reaction mixture was heated at 50° C. overnight. The solvent was distilled and water was added to the residue. The aqueous solution was extracted with EtOAc (3×25 mL) and the organic phases were evaporated at reduced pressure to give 30a as a deliquescent white solid (1.09 g, 6.22 mmol). 1HNMR (DMSO, 200 MHz) δ 1.21 (s, 3H), 1.28 (s, 3H), 2.10 (s... The reactants are ClCC1=CC2=C(OCO2)C=C1 (5-(chloromethyl)benzo[d][1,3]dioxole), [Si](C)(C)(C(C)(C)C)O[C@@H](\C=N\S(=O)C(C)(C)C)CO[Si](C)(C)C(C)(C)C ((E)-N-((S)-2,3-bis(tert-butyldimethylsilyloxy)propylidene)-2-methylpropane-2-sulfinamide), [Mg] (magnesium), CN(C)CCN(C)C (TMEDA). Reagents/catalysts: II (iodine). Solvent: C(C)(=O)OCC (ethyl acetate), C1CCOC1 (THF), [Cl-].[NH4+] (ammonium chloride), C1CCOC1 (THF), C1CCOC1 (THF). Reaction conditions: time 1 minute. Yields the product O1COC2=C1C=CC(=C2)C[C@H]([C@@H](CO[Si](C)(C)C(C)(C)C)O[Si](C)(C)C(C)(C)C)NS(=O)C(C)(C)C (N-((2R,3S)-1-(benzo[d][1,3]dioxol-5-yl)-3,4-bis(tert-butyldimethylsilyloxy)butan-2-yl)-2-methylpropane-2-sulfinamide). Yield: 63.2%. As a reaction SMILES: [Mg].Cl[CH2:3][C:4]1[CH:12]=[CH:11][C:7]2[O:8][CH2:9][O:10][C:6]=2[CH:5]=1.CN(CCN(C)C)C.[Si:21]([O:28][C@H:29]([CH2:38][O:39][Si:40]([C:43]([CH3:46])([CH3:45])[CH3:44])([CH3:42])[CH3:41])/[CH:30]=[N:31]/[S:32]([C:34]([CH3:37])([CH3:36])[CH3:35])=[O:33])([C:24]([CH3:27])([CH3:26])[CH3:25])([CH3:23])[CH3:22]>C1COCC1.C(OCC)(=O)C.[Cl-].[NH4+].II>[O:8]1[C:7]2[CH:11]=[CH:12][C:4]([CH2:3][C@@H:30]([NH:31][S:32]([C:34]([CH3:37])([CH3:36])[CH3:35])=[O:33])[C@H:29]([O:28][Si:21]([C:24]([CH3:26])([CH3:25])[CH3:27])([CH3:23])[CH3:22])[CH2:38][O:39][Si:40]([C:43]([CH3:46])([CH3:45])[CH3:44])([CH3:42])[CH3:41])=[CH:5][C:6]=2[O:10][CH2:9]1 |f:6.7|. Procedure: To a slurry of magnesium turnings (1.09 g, 44.8 mmol) in 5 mL of THF was added iodine (0.0650 g, 0.256 mmol), followed by a solution of 5-(chloromethyl)benzo[d][1,3]dioxole (6.55 g, 38.4 mmol) in 30 mL of THF. After 1 minute, the exothermic reaction mixture was placed in an ice bath for 1 minute and then stirred at ambient temperature for 1 hour. TMEDA (7.68 ml, 51.2 mmol) was added to the reaction and the mixture was cooled to −78° C. for 5 minutes at which point a solution of (E)-N-((S)-2,3-bi...